Dataset: the Open Reaction Database (ORD), a public repository of structured organic reaction records. Task: describe an organic reaction: reactants, conditions, products, and yield The reactants are CC1(OB(OC1(C)C)C=1C=NNC1)C (4-(4,4,5,5-Tetramethyl-[1,3,2]dioxaborolan-2-yl)-1H-pyrazole), C([O-])([O-])=O.[Cs+].[Cs+] (Cesium carbonate), C(C)OC(C(C)(C)Br)=O (2-Bromo-2-methyl-propionic acid ethyl ester). The solvent is CN(C)C=O (DMF). Reaction conditions: temperature 90 celsius. Product: C(C)OC(C(C)(N1N=CC(=C1)B1OC(C(O1)(C)C)(C)C)C)=O (2-Methyl-2-[4-(4,4,5,5-tetramethyl-[1,3,2]dioxaborolan-2-yl)pyrazol-1-yl]propionic acid ethyl ester). Reaction SMILES: [CH3:1][C:2]1([CH3:14])[C:6]([CH3:8])([CH3:7])[O:5][B:4]([C:9]2[CH:10]=[N:11][NH:12][CH:13]=2)[O:3]1.C(=O)([O-])[O-].[Cs+].[Cs+].[CH2:21]([O:23][C:24](=[O:29])[C:25](Br)([CH3:27])[CH3:26])[CH3:22]>CN(C=O)C>[CH2:21]([O:23][C:24](=[O:29])[C:25]([CH3:27])([N:12]1[CH:13]=[C:9]([B:4]2[O:5][C:6]([CH3:7])([CH3:8])[C:2]([CH3:14])([CH3:1])[O:3]2)[CH:10]=[N:11]1)[CH3:26])[CH3:22] |f:1.2.3|. Reported procedure: To a stirred mixture of 4-(4,4,5,5-Tetramethyl-[1,3,2]dioxaborolan-2-yl)-1H-pyrazole (5.0 g, 25.8 mmol) and Cesium carbonate (12.6 g, 38.7 mmol) in dry DMF (50 ml) was added 2-Bromo-2-methyl-propionic acid ethyl ester (5.5 g, 28.2 mmol). The reaction mixture was heated at 90° C. under N2 for 18 h, before being allowed to cool to room temperature. The mixture was partitioned between EtOAc and H2O, the organic layer separated and washed with H2O (×2) and brine (×1), dried (Na2SO4), filtered and th...